This data is from the Open Reaction Database (ORD), a public repository of structured organic reaction records. The task is: describe an organic reaction: reactants, conditions, products, and yield The reactants are C(=O)([O-])C(O)C(O)C(=O)[O-] (tartrate), C(C(O)C(O)C(=O)O)(=O)O (tartaric acid). Yields the product C([C@@H](O)[C@H](O)C(=O)O)(=O)O (D-tartaric acid). RXN SMILES: [C:1]([CH:4]([CH:6]([C:8]([O-:10])=[O:9])[OH:7])[OH:5])([O-:3])=[O:2].C(O)(=O)C(C(C(O)=O)O)O>>[C:8]([OH:10])(=[O:9])[C@H:6]([C@@H:4]([C:1]([OH:3])=[O:2])[OH:5])[OH:7]. Reported procedure: The tartrate is obtained conducting the hydrogenolysis of the Z benzyloxycarbonyl group in the presence of tartaric acid. The L acid and the D-tartaric acid both provide a comparable salt.